From a dataset of the Open Reaction Database (ORD), a public repository of structured organic reaction records. describe an organic reaction: reactants, conditions, products, and yield The reactants are C(C)(=O)OCC (ethyl acetate), ( 2 ), C(C)(=O)O[C@H]1[C@@H](O[C@@H]([C@H]([C@@H]1OC(C)=O)OC(C)=O)COC(C)=O)C1=CC(=C(C=C1)Cl)CC=1SC(=CC1)C1=CC=C(C=C1)C#N (1-(2,3,4,6-tetra-O-acetyl-β-D-glucopyranosyl)-4-chloro-3-(5-(4-cyanophenyl)-2-thienylmethyl)benzene), Cl (hydrochloric acid). Solvent: O (water), C(C)O (ethanol). The product is [C@@H]1([C@H](O)[C@@H](O)[C@H](O)[C@H](O1)CO)C1=CC(=C(C=C1)Cl)CC=1SC(=CC1)C1=CC=C(C=C1)C(=O)OCC (1-(β-D-glucopyranosyl)-4-chloro-3-(5-(4-ethoxycarbonylphenyl)-2-thienylmethyl)benzene). RXN SMILES: C([O:4][C@@H:5]1[C@@H:10]([O:11]C(=O)C)[C@H:9]([O:15]C(=O)C)[C@@H:8]([CH2:19][O:20]C(=O)C)[O:7][C@H:6]1[C:24]1[CH:29]=[CH:28][C:27]([Cl:30])=[C:26]([CH2:31][C:32]2[S:33][C:34]([C:37]3[CH:42]=[CH:41][C:40](C#N)=[CH:39][CH:38]=3)=[CH:35][CH:36]=2)[CH:25]=1)(=O)C.Cl.[C:46]([O:49][CH2:50][CH3:51])(=[O:48])C>C(O)C.O>[C@@H:6]1([C:24]2[CH:29]=[CH:28][C:27]([Cl:30])=[C:26]([CH2:31][C:32]3[S:33][C:34]([C:37]4[CH:42]=[CH:41][C:40]([C:46]([O:49][CH2:50][CH3:51])=[O:48])=[CH:39][CH:38]=4)=[CH:35][CH:36]=3)[CH:25]=2)[O:7][C@H:8]([CH2:19][OH:20])[C@@H:9]([OH:15])[C@H:10]([OH:11])[C@H:5]1[OH:4]. Reported procedure: 1-(2,3,4,6-Tetra-O-acetyl-β-D-glucopyranosyl)-3-(5-bromo-2-thienylmethyl)-4-chlorobenzene obtained in Example 128-(4) and 4-cyanophenylboronic acid were treated in a manner similar to Example 168-(1) to give 1-(2,3,4,6-tetra-O-acetyl-β-D-glucopyranosyl)-4-chloro-3-(5-(4-cyanophenyl)-2-thienylmethyl)benzene as colorless powder. APCI-Mass m/Z 657/659 (M+NH4). (2) The above 1-(2,3,4,6-tetra-O-acetyl-β-D-glucopyranosyl)-4-chloro-3-(5-(4-cyanophenyl)-2-thienylmethyl)benzene (128 mg) was suspended in ... Reactants: OC1C(=C(NC=2N1N=CC2C2=CC=CC=C2)C)CC(=O)OC (methyl 2-(7-hydroxy-5-methyl-3-phenyl-4,7-dihydropyrazolo[1,5-a]pyrimidin-6-yl)acetate), O=P(Cl)(Cl)Cl (POCl3), ice water. The product is ClC1=C(C(=NC=2N1N=CC2C2=CC=CC=C2)C)CC(=O)OC (Methyl 2-(7-chloro-5-methyl-3-phenylpyrazolo[1,5-a]pyrimidin-6-yl)acetate). The yield is 90.0%. RXN SMILES: O[CH:2]1[N:7]2[N:8]=[CH:9][C:10]([C:11]3[CH:16]=[CH:15][CH:14]=[CH:13][CH:12]=3)=[C:6]2[NH:5][C:4]([CH3:17])=[C:3]1[CH2:18][C:19]([O:21][CH3:22])=[O:20].O=P(Cl)(Cl)[Cl:25]>>[Cl:25][C:2]1[N:7]2[N:8]=[CH:9][C:10]([C:11]3[CH:16]=[CH:15][CH:14]=[CH:13][CH:12]=3)=[C:6]2[N:5]=[C:4]([CH3:17])[C:3]=1[CH2:18][C:19]([O:21][CH3:22])=[O:20]. Reported procedure: To methyl 2-(7-hydroxy-5-methyl-3-phenyl-4,7-dihydropyrazolo[1,5-a]pyrimidin-6-yl)acetate (0.5 g, 1.68 mmol) was added POCl3 (1 mL). The reaction mixture was heated at reflux for 1 h. After cooling, the reaction mixture was added drop-wise to ice-water. A brown solid precipitated. The solid were filtered and washed with water, then dissolved in ethyl acetate. The organic solution was washed with saturated NaHCO3 and dried over sodium sulfate. The solvent was evaporated to give the title compound...